This data is from the Open Reaction Database (ORD), a public repository of structured organic reaction records. The task is: describe an organic reaction: reactants, conditions, products, and yield Reactants: ClC1=NC(=NC(=C1CC(=O)O)N(C)C)CC1=CC=C(C=C1)NC(=O)C1=CC2=CC=CC=C2C=C1 ({4-chloro-6-(dimethylamino)-2-[4-(2-naphthoylamino)benzyl]pyrimidin-5-yl}acetic acid), C(=O)(N1C=NC=C1)N1C=NC=C1 (1,1′-carbonyldiimidazole), N (ammonia). The solvent is C1CCOC1 (THF). Run at time 2 hour. Yields the product NC(CC=1C(=NC(=NC1N(C)C)CC1=CC=C(C=C1)NC(=O)C1=CC2=CC=CC=C2C=C1)Cl)=O (N-(4-{[5-(2-Amino-2-oxoethyl)-4-chloro-6-(dimethylamino)pyrimidin-2-yl]methyl}phenyl)-2-naphthamide). Reaction SMILES: [Cl:1][C:2]1[C:7]([CH2:8][C:9](O)=[O:10])=[C:6]([N:12]([CH3:14])[CH3:13])[N:5]=[C:4]([CH2:15][C:16]2[CH:21]=[CH:20][C:19]([NH:22][C:23]([C:25]3[CH:34]=[CH:33][C:32]4[C:27](=[CH:28][CH:29]=[CH:30][CH:31]=4)[CH:26]=3)=[O:24])=[CH:18][CH:17]=2)[N:3]=1.C(N1C=CN=C1)([N:37]1C=CN=C1)=O.N>C1COCC1>[NH2:37][C:9](=[O:10])[CH2:8][C:7]1[C:2]([Cl:1])=[N:3][C:4]([CH2:15][C:16]2[CH:21]=[CH:20][C:19]([NH:22][C:23]([C:25]3[CH:34]=[CH:33][C:32]4[C:27](=[CH:28][CH:29]=[CH:30][CH:31]=4)[CH:26]=3)=[O:24])=[CH:18][CH:17]=2)=[N:5][C:6]=1[N:12]([CH3:14])[CH3:13]. Reported procedure: To a solution of {4-chloro-6-(dimethylamino)-2-[4-(2-naphthoylamino)benzyl]pyrimidin-5-yl}acetic acid (0.940 g, 1.98 mmol) in THF (18 mL) was added 1,1′-carbonyldiimidazole (0.353 mg, 2.18 mmol). The reaction mixture was stirred at room temperature for 2 hours followed by the addition of aqueous ammonia solution (28% NH3, 0.94 mL). After stirring for 16 hours at room temperature, the reaction mixture was partitioned between EtOAc and water and the separated organic layer was washed with brine, d... Reactants: NCC(=O)OCc1ccccc1, CCCCCC, O=C(Cl)CCl, ClCCl, Cl, [K+], [K+], O=C([O-])[O-], O. The product is O=C(CCl)NCC(=O)OCc1ccccc1. RXN SMILES: [CH2:2]([c:3]1[cH:4][cH:5][cH:6][cH:7][cH:8]1)[O:9][C:10]([CH2:11][NH2:12])=[O:13].[CH3:25][CH2:26][CH2:27][CH2:28][CH2:29][CH3:30].[Cl:20][CH2:21][C:22](=[O:23])[Cl:24].[Cl:31][CH2:32][Cl:33].[ClH:1].[K+:14].[K+:15].[O-:16][C:17]([O-:18])=[O:19].[OH2:34]>>[CH2:2]([c:3]1[cH:4][cH:5][cH:6][cH:7][cH:8]1)[O:9][C:10]([CH2:11][NH:12][C:22]([CH2:21][Cl:20])=[O:23])=[O:13]. The reactants are C(Cl)Cl.CCCCCC (CH2Cl2 hexane), CCOCC.CCCCCC (Et2O hexane), BrC=1C=CC2=C(NC(C3=C(N2)C=CC=C3)=S)C1 (8-bromo-5,10-dihydro-dibenzo[b,e][1,4]diazepin-11-thione), NCC=1C=NC=CC1 (3-(aminomethyl)-pyridine). The solvent is C(C)OCCO (2-ethoxyethanol). Yields the product BrC=1C=CC2=C(N=C(C3=C(N2)C=CC=C3)NCC=3C=NC=CC3)C1 ((8-Bromo-5H-dibenzo[b,e][1,4]diazepin-11-yl)-pyridin-3-ylmethyl-amine). The yield is 60.8%. As a reaction SMILES: [Br:1][C:2]1[CH:3]=[CH:4][C:5]2[NH:11][C:10]3[CH:12]=[CH:13][CH:14]=[CH:15][C:9]=3[C:8](=S)[NH:7][C:6]=2[CH:17]=1.[NH2:18][CH2:19][C:20]1[CH:21]=[N:22][CH:23]=[CH:24][CH:25]=1.C(Cl)Cl.CCCCCC.CCOCC.CCCCCC>C(OCCO)C>[Br:1][C:2]1[CH:3]=[CH:4][C:5]2[NH:11][C:10]3[CH:12]=[CH:13][CH:14]=[CH:15][C:9]=3[C:8]([NH:18][CH2:19][C:20]3[CH:21]=[N:22][CH:23]=[CH:24][CH:25]=3)=[N:7][C:6]=2[CH:17]=1 |f:2.3,4.5|. Procedure details: A solution of 0.4 g (1.3 mmol) of 8-bromo-5,10-dihydro-dibenzo[b,e][1,4]diazepin-11-thione (Sahni, S., et al., J. Indian Chem. Soc., 56:625 (1979)) in 10 mL of 2-ethoxyethanol was treated with 0.28 mL (2.1 mmol) of 3-(aminomethyl)-pyridine and heated at reflux overnight. The solvent was removed under reduced pressure and the residue taken up in EtOAc and washed three times with H2O, then saturated NaHCO3 solution and saturated NaCl solution. Drying over MgSO4 and removal of the solvent under red... The product is C(C)(C)(C)OC([C@H](CCCCNC(CCCCCCC(=O)ON1C(CCC1=O)=O)=O)NC(N[C@H](C(=O)OC(C)(C)C)CCC(=O)OC(C)(C)C)=O)=O ((S)-di-tert-butyl 2-(3-((S)-1-tert-butoxy-6-(8-(2,5-dioxopyrrolidin-1-yloxy)-8-oxooctanamido)-1-oxohexan-2-yl)ureido)pentanedioate). The solvent is CN(C)C=O (DMF), CN(C)C=O (DMF). The yield is 72.9%. Conditions: time 2 hour. Reported procedure: A solution of (S)-di-tert-butyl 2-(3-((S)-6-amino-1-tert-butoxy-1-oxohexan-2-yl)ureido)pentanedioate (0.488 g, 1.0 mmol) in DMF (20 mL) was added dropwise to a solution of suberic acid bis(N-hydroxysuccinimide ester) (1.47 g, 4.0 mmol) in DMF (80 mL) via a syringe pump. After 2 h, the solvent was evaporated under reduced pressure to give a residue, which was purified by flash chromatography over silica gel eluting with AcCN/DCM to give (S)-di-tert-butyl 2-(3-((S)-1-tert-butoxy-6-(8-(2,5-dioxopyr... As a reaction SMILES: [NH2:1][CH2:2][CH2:3][CH2:4][CH2:5][C@H:6]([NH:14][C:15](=[O:34])[NH:16][C@@H:17]([CH2:25][CH2:26][C:27]([O:29][C:30]([CH3:33])([CH3:32])[CH3:31])=[O:28])[C:18]([O:20][C:21]([CH3:24])([CH3:23])[CH3:22])=[O:19])[C:7]([O:9][C:10]([CH3:13])([CH3:12])[CH3:11])=[O:8].[CH2:35]1[C:40](=[O:41])[N:39]([O:42][C:43]([CH2:45][CH2:46][CH2:47][CH2:48][CH2:49][CH2:50][C:51](ON2C(=O)CCC2=O)=[O:52])=[O:44])[C:37](=[O:38])[CH2:36]1>CN(C=O)C>[C:10]([O:9][C:7](=[O:8])[C@@H:6]([NH:14][C:15](=[O:34])[NH:16][C@@H:17]([CH2:25][CH2:26][C:27]([O:29][C:30]([CH3:33])([CH3:32])[CH3:31])=[O:28])[C:18]([O:20][C:21]([CH3:22])([CH3:23])[CH3:24])=[O:19])[CH2:5][CH2:4][CH2:3][CH2:2][NH:1][C:51](=[O:52])[CH2:50][CH2:49][CH2:48][CH2:47][CH2:46][CH2:45][C:43]([O:42][N:39]1[C:40](=[O:41])[CH2:35][CH2:36][C:37]1=[O:38])=[O:44])([CH3:13])([CH3:12])[CH3:11]. The reactants are NCCCC[C@@H](C(=O)OC(C)(C)C)NC(N[C@H](C(=O)OC(C)(C)C)CCC(=O)OC(C)(C)C)=O ((S)-di-tert-butyl 2-(3-((S)-6-amino-1-tert-butoxy-1-oxohexan-2-yl)ureido)pentanedioate), C1CC(=O)N(C1=O)OC(=O)CCCCCCC(=O)ON2C(=O)CCC2=O (suberic acid bis(N-hydroxysuccinimide ester)). Starting materials: Fc1cc(Cl)c2nc(Cl)sc2c1, O, O=[N+]([O-])O, O=S(=O)(O)O. Yields the product O=[N+]([O-])c1c(F)cc(Cl)c2nc(Cl)sc12. RXN SMILES: [Cl:1][c:2]1[s:3][c:4]2[c:5]([n:6]1)[c:7]([Cl:12])[cH:8][c:9]([F:11])[cH:10]2.[OH2:17].[OH:13][N+:14]([O-:15])=[O:16].[S:18](=[O:19])(=[O:20])([OH:21])[OH:22]>>[Cl:1][c:2]1[s:3][c:4]2[c:5]([n:6]1)[c:7]([Cl:12])[cH:8][c:9]([F:11])[c:10]2[N+:14](=[O:13])[O-:15]. RXN SMILES: Cl.[Cl:2][CH2:3][C:4]1[CH:13]=[CH:12][C:11]2[C:6](=[CH:7][CH:8]=[CH:9][CH:10]=2)[N:5]=1.C(=O)([O-])O.[Na+]>CC(=O)OCC.O>[Cl:2][CH2:3][C:4]1[CH:13]=[CH:12][C:11]2[C:6](=[CH:7][CH:8]=[CH:9][CH:10]=2)[N:5]=1 |f:0.1,2.3,4.5|. Yield: 96.0%. Procedure: To a suspension of 2-(chloromethyl)quinoline hydrochloride (10 g, 46.7 mmol) in EA/water (150 ml: 75 ml) was added sodium hydrogencarbonate powder portionwise until gas evolution ceased. The organic layer was collected, washed with brine (3×50 ml), dried over sodium sulfate and concentrated. The obtained crude title compound was used in without further purification (8 g, 96% yield). The reactants are Cl.ClCC1=NC2=CC=CC=C2C=C1 (2-(chloromethyl)quinoline hydrochloride), C(O)([O-])=O.[Na+] (sodium hydrogencarbonate). The product is ClCC1=NC2=CC=CC=C2C=C1 (2-(Chloromethyl)quinoline). Run in CC(OCC)=O.O (EA water). Reactants: CC1(C)NCc2cc(Br)cnc2NC1=O, CCC#N, C=CC(=O)N(C)Cc1oc2ccccc2c1CC, CC(=O)[O-], CC(=O)[O-], CN(C)C=O, [Pd+2]. RXN SMILES: [Br:1][c:2]1[cH:3][c:4]2[c:5]([n:14][cH:15]1)[NH:6][C:7](=[O:13])[C:8]([CH3:11])([CH3:12])[NH:9][CH2:10]2.[C:34](#[N:35])[CH2:36][CH3:37].[CH2:16]([CH3:17])[c:18]1[c:19]([CH2:27][N:28]([C:29]([CH:30]=[CH2:31])=[O:32])[CH3:33])[o:20][c:21]2[c:22]1[cH:23][cH:24][cH:25][cH:26]2.[O-:44][C:45]([CH3:46])=[O:47].[O-:48][C:49]([CH3:50])=[O:51].[O:38]=[CH:39][N:40]([CH3:41])[CH3:42].[Pd+2:43]>>[c:2]1([CH:31]=[CH:30][C:29]([N:28]([CH2:27][c:19]2[c:18]([CH2:16][CH3:17])[c:22]3[c:21]([o:20]2)[cH:26][cH:25][cH:24][cH:23]3)[CH3:33])=[O:32])[cH:3][c:4]2[c:5]([n:14][cH:15]1)[NH:6][C:7](=[O:13])[C:8]([CH3:11])([CH3:12])[NH:9][CH2:10]2. Yields the product CCc1c(CN(C)C(=O)C=Cc2cnc3c(c2)CNC(C)(C)C(=O)N3)oc2ccccc12. Starting materials: CC=1N=C2N(C=C(C=C2)N2C(C=C(C=C2)O)=O)C1C (1-(2,3-dimethylimidazo[1,2-a]pyridin-6-yl)-4-hydroxypyridin-2(1H)-one), ClC1=CC=C(S1)CO ((5-chlorothiophen-2-yl)methanol), C(CCC)P(CCCC)CCCC (tributylphosphine), N(=NC(=O)N1CCCCC1)C(=O)N1CCCCC1 (1,1′-(azodicarbonyl)dipiperidine). Solvent: C1CCOC1 (THF). Reaction conditions: temperature 60 celsius, time 4 hour. The product is ClC1=CC=C(S1)COC1=CC(N(C=C1)C=1C=CC=2N(C1)C(=C(N2)C)C)=O (4-((5-Chlorothiophen-2-yl)methoxy)-1-(2,3-dimethylimidazo[1,2-a]pyridin-6-yl)pyridin-2(1H)-one). Isolated yield 24.7%. Reaction SMILES: [CH3:1][C:2]1[N:3]=[C:4]2[CH:9]=[CH:8][C:7]([N:10]3[CH:15]=[CH:14][C:13]([OH:16])=[CH:12][C:11]3=[O:17])=[CH:6][N:5]2[C:18]=1[CH3:19].[Cl:20][C:21]1[S:25][C:24]([CH2:26]O)=[CH:23][CH:22]=1.C(P(CCCC)CCCC)CCC.N(C(N1CCCCC1)=O)=NC(N1CCCCC1)=O>C1COCC1>[Cl:20][C:21]1[S:25][C:24]([CH2:26][O:16][C:13]2[CH:14]=[CH:15][N:10]([C:7]3[CH:8]=[CH:9][C:4]4[N:5]([C:18]([CH3:19])=[C:2]([CH3:1])[N:3]=4)[CH:6]=3)[C:11](=[O:17])[CH:12]=2)=[CH:23][CH:22]=1. Procedure details: To a solution of 1-(2,3-dimethylimidazo[1,2-a]pyridin-6-yl)-4-hydroxypyridin-2(1H)-one (150 mg), (5-chlorothiophen-2-yl)methanol (174 mg) and tributylphosphine (358 mg) in THF (15 ml) was added 1,1′-(azodicarbonyl)dipiperidine (447 mg), and the mixture was stirred at 60° C. for 4 h. The reaction mixture was then cooled to room temperature, and concentrated in vacuo. The residue was diluted with DCM (100 ml), washed with water and brine successively, dried over Na2SO4, and concentrated in vacuo. ... Starting materials: COC1=C2CC[C@@H](CC2=CC=C1)C(=O)OC ((S)-methyl [5-methoxy-1,2,3,4-tetrahydro-2-naphthyl]formate), Cl (hydrochloric acid), [H-].[Al+3].[Li+].[H-].[H-].[H-] (lithium aluminum hydride). The solvent is O1CCCC1 (THF), O1CCCC1 (THF), O1CCCC1 (tetrahydrofuran). Reaction conditions: time 1 hour. Product: COC1=C2CCC(CC2=CC=C1)CO ((5-methoxy-1,2,3,4-tetrahydro-2-naphthyl)methanol). Isolated yield 85.4%. RXN SMILES: [H-].[Al+3].[Li+].[H-].[H-].[H-].[CH3:7][O:8][C:9]1[CH:18]=[CH:17][CH:16]=[C:15]2[C:10]=1[CH2:11][CH2:12][C@H:13]([C:19](OC)=[O:20])[CH2:14]2.Cl>O1CCCC1>[CH3:7][O:8][C:9]1[CH:18]=[CH:17][CH:16]=[C:15]2[C:10]=1[CH2:11][CH2:12][CH:13]([CH2:19][OH:20])[CH2:14]2 |f:0.1.2.3.4.5|. Procedure details: To a mixture of lithium aluminum hydride (0.28 g) in dry tetrahydrofuran (THF) (5 ml) was added dropwise a solution of (S)-methyl [5-methoxy-1,2,3,4-tetrahydro-2-naphthyl]formate (1.65 g) in THF (7 ml) at -60° C. under nitrogen. After 1 hour, a mixture of 1N hydrochloric acid solution (5 ml) and THF (5 ml) was added dropwise to the reaction mixture at -60° C. The reaction mixture was partitioned between ethyl acetate and water. The organic layer was separated, washed with 1N hydrochloric acid so... The reactants are C([O-])([O-])=O.[K+].[K+] (potassium carbonate), [I-].[Na+] (sodium iodide), NCCO (2-aminoethanol), C1(CCCCC1)CCBr (2-cyclohexylethyl bromide), [Cl-].[NH4+] (ammonium chloride). The solvent is C(C)O (ethanol). Yields the product Cl.C1(CCCCC1)CCNCCO (2-Cyclohexyl-N-(2-hydroxyethyl)ethylamine Hydrochloride). Isolated yield 51.0%. RXN SMILES: C(=O)([O-])[O-].[K+].[K+].[I-].[Na+].[NH2:9][CH2:10][CH2:11][OH:12].[CH:13]1([CH2:19][CH2:20]Br)[CH2:18][CH2:17][CH2:16][CH2:15][CH2:14]1.[Cl-:22].[NH4+]>C(O)C>[ClH:22].[CH:13]1([CH2:19][CH2:20][NH:9][CH2:10][CH2:11][OH:12])[CH2:18][CH2:17][CH2:16][CH2:15][CH2:14]1 |f:0.1.2,3.4,7.8,10.11|. Procedure: Anhydrous potassium carbonate (3.5 g) and sodium iodide (9.4 g) are added to a solution of 2-aminoethanol (1.9 ml) and 2-cyclohexylethyl bromide (4.0 g) in ethanol (42 ml), and the mixture is refluxed for 17 hours with stirring. A saturated aqueous ammonium chloride solution is added to the reaction mixture, and the mixture is washed with ether. A 4 N aqueous sodium hydroxide solution is added to the aqueous layer, and the whole is extracted with chloroform. The organic layer is washed with satu...